This data is from the Open Reaction Database (ORD), a public repository of structured organic reaction records. The task is: describe an organic reaction: reactants, conditions, products, and yield Reactants: CC(C)n1ccc2c(C(=O)O)cc(Br)cc21, CCNc1cc(C)[nH]c(=O)c1CNC(=O)OC(C)(C)C, ClCCCl, CN1CCOCC1, ClCCl, O=C(O)C(F)(F)F, O. Yields the product CCNc1cc(C)[nH]c(=O)c1CNC(=O)c1cc(Br)cc2c1ccn2C(C)C. Reaction SMILES: [Br:28][c:29]1[cH:30][c:31]([C:41]([OH:42])=[O:43])[c:32]2[cH:33][cH:34][n:35]([CH:38]([CH3:39])[CH3:40])[c:36]2[cH:37]1.[CH2:1]([CH3:2])[NH:3][c:4]1[c:5]([CH2:12][NH:13][C:14]([O:15][C:16]([CH3:17])([CH3:18])[CH3:19])=[O:20])[c:6](=[O:11])[nH:7][c:8]([CH3:10])[cH:9]1.[CH2:51]([Cl:52])[CH2:53][Cl:54].[CH3:44][N:45]1[CH2:46][CH2:47][O:48][CH2:49][CH2:50]1.[Cl:56][CH2:57][Cl:58].[F:21][C:22]([F:23])([F:24])[C:25]([OH:26])=[O:27].[OH2:55]>>[CH2:1]([CH3:2])[NH:3][c:4]1[c:5]([CH2:12][NH:13][C:14](=[O:20])[c:31]2[cH:30][c:29]([Br:28])[cH:37][c:36]3[c:32]2[cH:33][cH:34][n:35]3[CH:38]([CH3:39])[CH3:40])[c:6](=[O:11])[nH:7][c:8]([CH3:10])[cH:9]1. Yields the product NC1=CC=C(C=C1)N=NC1=CC=C(C=C1)N (4,4′-diaminoazobenzene). RXN SMILES: NC1C=CC(NC(=O)C)=CC=1.B1([O-])OO1.O.O.O.O.[Na+].B(O)(O)O.C([NH:28][C:29]1[CH:34]=[CH:33][C:32]([N:35]=[N:36][C:37]2[CH:42]=[CH:41][C:40]([NH:43]C(=O)C)=[CH:39][CH:38]=2)=[CH:31][CH:30]=1)(=O)C>C(O)(=O)C>[NH2:43][C:40]1[CH:39]=[CH:38][C:37]([N:36]=[N:35][C:32]2[CH:33]=[CH:34][C:29]([NH2:28])=[CH:30][CH:31]=2)=[CH:42][CH:41]=1 |f:1.2.3.4.5.6|. Reported procedure: 4,4′-diaminoazobenzene (DAAB, III) is synthesized via a two-step route shown in FIG. 1. Glacial acetic acid (500 mL), 4′-aminoacetanilide (I) (29.0 g, 0.19 mol), sodium perborate tetrahydrate (40 g, 0.26 mol) and boric acid (10 g, 0.16 mol) are added to a 1 L three-necked round-bottomed flask equipped with a magnetic stir bar, a condenser, and a thermometer. The mixture is heated with stirring to 50-60° C. and held at this temperature for 6 hours. After the mixture is allowed to cool to room tem... Reaction conditions: temperature 55 celsius, time 6 hour. The solvent is C(C)(=O)O (acetic acid). Reactants: NC1=CC=C(NC(C)=O)C=C1 (4′-aminoacetanilide), B1(OO1)[O-].O.O.O.O.[Na+] (sodium perborate tetrahydrate), B(O)(O)O (boric acid), C(C)(=O)NC1=CC=C(C=C1)N=NC1=CC=C(C=C1)NC(C)=O (4,4′-bis(acetamido)azobenzene). The reactants are O=c1[nH]cc(-c2cccc(Cl)c2)c2ncccc12, c1ccc(P(c2ccccc2)c2ccccc2)cc1, OCc1cccs1. Product: O=c1c2cccnc2c(-c2cccc(Cl)c2)cn1Cc1cccs1. RXN SMILES: [Cl:1][c:2]1[cH:3][c:4](-[c:8]2[cH:9][nH:10][c:11](=[O:18])[c:12]3[cH:13][cH:14][cH:15][n:16][c:17]23)[cH:5][cH:6][cH:7]1.[c:26]1([P:27]([c:28]2[cH:29][cH:30][cH:31][cH:32][cH:33]2)[c:34]2[cH:35][cH:36][cH:37][cH:38][cH:39]2)[cH:40][cH:41][cH:42][cH:43][cH:44]1.[s:19]1[c:20]([CH2:24][OH:25])[cH:21][cH:22][cH:23]1>>[Cl:1][c:2]1[cH:3][c:4](-[c:8]2[cH:9][n:10]([CH2:24][c:20]3[s:19][cH:23][cH:22][cH:21]3)[c:11](=[O:18])[c:12]3[cH:13][cH:14][cH:15][n:16][c:17]23)[cH:5][cH:6][cH:7]1. Reactants: NC(=O)c1ccccc1Nc1nc(Cl)ncc1Cl, Cl, CNC(=O)c1ccc(-c2cc(OC)c(N)cc2C(=O)OC)cc1. Product: CNC(=O)c1ccc(-c2cc(OC)c(Nc3ncc(Cl)c(Nc4ccccc4C(N)=O)n3)cc2C(=O)OC)cc1. RXN SMILES: [Cl:24][c:25]1[n:26][cH:27][c:28]([Cl:41])[c:29]([NH:31][c:32]2[c:33]([C:34](=[O:35])[NH2:36])[cH:37][cH:38][cH:39][cH:40]2)[n:30]1.[ClH:42].[NH2:1][c:2]1[cH:3][c:4]([C:20](=[O:21])[O:22][CH3:23])[c:5](-[c:10]2[cH:11][cH:12][c:13]([C:16]([NH:17][CH3:18])=[O:19])[cH:14][cH:15]2)[cH:6][c:7]1[O:8][CH3:9]>>[NH:1]([c:2]1[cH:3][c:4]([C:20](=[O:21])[O:22][CH3:23])[c:5](-[c:10]2[cH:11][cH:12][c:13]([C:16]([NH:17][CH3:18])=[O:19])[cH:14][cH:15]2)[cH:6][c:7]1[O:8][CH3:9])[c:25]1[n:26][cH:27][c:28]([Cl:41])[c:29]([NH:31][c:32]2[c:33]([C:34](=[O:35])[NH2:36])[cH:37][cH:38][cH:39][cH:40]2)[n:30]1. Reactants: CC[N+](CC)(CC)Cc1ccccc1, ClCCl, COS(=O)(=O)OC, [Cl-], [Na+], [OH-], O, NC1=C(c2cccc(C(F)(F)F)c2)C(=O)C(c2cccs2)O1. Product: CNC1=C(c2cccc(C(F)(F)F)c2)C(=O)C(c2cccs2)O1. As a reaction SMILES: [CH2:34]([N+:35]([CH2:36][CH3:37])([CH2:38][CH3:39])[CH2:40][CH3:41])[c:42]1[cH:43][cH:44][cH:45][cH:46][cH:47]1.[CH2:48]([Cl:49])[Cl:50].[CH3:26][O:27][S:28]([O:29][CH3:30])(=[O:31])=[O:32].[Cl-:33].[Na+:2].[OH-:1].[OH2:3].[s:4]1[c:5]([CH:9]2[O:10][C:11]([NH2:25])=[C:12]([c:15]3[cH:16][c:17]([C:21]([F:22])([F:23])[F:24])[cH:18][cH:19][cH:20]3)[C:13]2=[O:14])[cH:6][cH:7][cH:8]1>>[s:4]1[c:5]([CH:9]2[O:10][C:11]([NH:25][CH3:26])=[C:12]([c:15]3[cH:16][c:17]([C:21]([F:22])([F:23])[F:24])[cH:18][cH:19][cH:20]3)[C:13]2=[O:14])[cH:6][cH:7][cH:8]1. The reactants are FC(C=1C=C2C=C(C(NC2=CC1)C(F)(F)F)C(=O)OCC)(F)F (ethyl 6-trifluoromethyl-1,2-dihydro-2-(trifluoromethyl)-3-quinolinecarboxylate), C(C)OCC (Diethyl ether), [OH-].[Li+] (Lithium hydroxide), Cl (HCl). Run in CO.O1CCCC1.O (methanol tetrahydrofuran water). Product: FC(C=1C=C2C=C(C(NC2=CC1)C(F)(F)F)C(=O)O)(F)F (6-trifluoromethyl-1,2-dihydro-2-(trifluoromethyl)-3-quinolinecarboxylic acid). Reaction SMILES: [F:1][C:2]([F:23])([F:22])[C:3]1[CH:4]=[C:5]2[C:10](=[CH:11][CH:12]=1)[NH:9][CH:8]([C:13]([F:16])([F:15])[F:14])[C:7]([C:17]([O:19]CC)=[O:18])=[CH:6]2.[OH-].[Li+].Cl.C(OCC)C>CO.O1CCCC1.O>[F:23][C:2]([F:1])([F:22])[C:3]1[CH:4]=[C:5]2[C:10](=[CH:11][CH:12]=1)[NH:9][CH:8]([C:13]([F:15])([F:16])[F:14])[C:7]([C:17]([OH:19])=[O:18])=[CH:6]2 |f:1.2,5.6.7|. Procedure: Ethyl 6-trifluoromethyl-1,2-dihydro-2-(trifluoromethyl)-3-quinolinecarboxylate from Step 3 (45 mg, 0.13 mmol) was suspended in methanol-tetrahydrofuran-water (10 mL, 7:2:1). Lithium hydroxide (24 mg, 0.52 mmol) was added, and the mixture was gently heated to reflux for two hours. The reaction was cooled to room temperature and 1 N HCl added until pH=1. The organic solvent was removed in vauco to afford a suspension of a crude yellow solid. Diethyl ether (20 mL) was added, and the solution was wa...